From a dataset of the Open Reaction Database (ORD), a public repository of structured organic reaction records. describe an organic reaction: reactants, conditions, products, and yield Reactants: C(C)OC(=O)CCC1=NN=C2N1C1=CC=C(C=C1NC2=O)C(F)(F)F (1-(2-ethoxycarbonylethyl)-7-trifluoromethyl[1,2,4]triazolo[4,3-a]quinoxalin-4(5H)-one), Cl (hydrochloric acid). Solvent: [OH-].[Na+] (sodium hydroxide). Run at time 150 minute. The product is C(=O)(O)CCC1=NN=C2N1C1=CC=C(C=C1NC2=O)C(F)(F)F (1-(2-Carboxyethyl)-7-trifluoromethyl[1,2,4]triazolo[4,3-a]quinoxalin-4(5H)-one). The yield is 80.3%. As a reaction SMILES: C([O:3][C:4]([CH2:6][CH2:7][C:8]1[N:12]2[C:13]3[C:18]([NH:19][C:20](=[O:21])[C:11]2=[N:10][N:9]=1)=[CH:17][C:16]([C:22]([F:25])([F:24])[F:23])=[CH:15][CH:14]=3)=[O:5])C.Cl>[OH-].[Na+]>[C:4]([CH2:6][CH2:7][C:8]1[N:12]2[C:13]3[C:18]([NH:19][C:20](=[O:21])[C:11]2=[N:10][N:9]=1)=[CH:17][C:16]([C:22]([F:24])([F:25])[F:23])=[CH:15][CH:14]=3)([OH:5])=[O:3] |f:2.3|. Reported procedure: A suspension of 1-(2-ethoxycarbonylethyl)-7-trifluoromethyl[1,2,4]triazolo[4,3-a]quinoxalin-4(5H)-one (177 mg, 0.5 mmol) in 6 ml of 1N sodium hydroxide was stirred at room temperature for 150 min. The solution was cooled in an ice bath and acidified with 4M hydrochloric acid to pH 1. The precipitate was isolated by filtration, washed with water, ethanol and ether to give 131 mg (80%) of the title compound. M.p. 333° C. (DSC). Reactants: C(C)(=O)OCCNC=1C=C2C(=C(C=NC2=CC1)C(=O)OCC)O (ethyl 6-{[2-(acetyloxy)ethyl]amino)-4-hydroxy-3-quinolinecarboxylate), ClC1=CC=C(CN)C=C1 (p-chlorobenzylamine). Conditions: temperature 160 celsius. Yields the product ClC1=CC=C(CNC(=O)C=2C=NC3=CC=C(C=C3C2O)NCCO)C=C1 (N-(4-Chlorobenzyl)-4-hydroxy-6-[(2-hydroxyethyl)amino]-3-quinolinecarboxamide). Reaction SMILES: C([O:4][CH2:5][CH2:6][NH:7][C:8]1[CH:9]=[C:10]2[C:15](=[CH:16][CH:17]=1)[N:14]=[CH:13][C:12]([C:18]([O:20]CC)=O)=[C:11]2[OH:23])(=O)C.[Cl:24][C:25]1[CH:32]=[CH:31][C:28]([CH2:29][NH2:30])=[CH:27][CH:26]=1>>[Cl:24][C:25]1[CH:32]=[CH:31][C:28]([CH2:29][NH:30][C:18]([C:12]2[CH:13]=[N:14][C:15]3[C:10]([C:11]=2[OH:23])=[CH:9][C:8]([NH:7][CH2:6][CH2:5][OH:4])=[CH:17][CH:16]=3)=[O:20])=[CH:27][CH:26]=1. Procedure details: To a flask containing ethyl 6-{[2-(acetyloxy)ethyl]amino)-4-hydroxy-3-quinolinecarboxylate (0.04 g) is added p-chlorobenzylamine (0.5 mL). The reaction is tightly capped and heated to 160° C. overnight. The reaction is cooled to room temperature, adsorbed onto silica and chromatographed on silica eluting with 3% to 10% methanol in dichloromethane. The product-containing fractions are evaporated to give 0.02 g of the title compound as a yellow solid. Product: ClC1=CC(=C(C=O)C=C1)C(F)(F)F (4-chloro-2-trifluoromethylbenzaldehyde). Isolated yield 87.0%. Procedure details: Add 4-chloro-2-trifluoromethyl-benzonitrile to formic acid (96%) (15 mL) and water (3 mL). Add nickel-aluminum alloy (1260 mg). Heat at 100° C. overnight. Dilute with ethyl acetate and filter through Celite®. Extract the filtrate with 1 N sodium hydroxide and saturated aqueous sodium chloride, dry (sodium sulfate), filter, and concentrate to give 4-chloro-2-trifluoromethylbenzaldehyde (555 mg, 87%): 1H NMR (400 MHz, MeOH-d4) δ 10.29 (m, 1H), 8.10 (d, 1H, J=8.4 Hz), 7.91 (d, 1H, J=1.6 Hz), 7.85 (... The reactants are ClC1=CC(=C(C#N)C=C1)C(F)(F)F (4-chloro-2-trifluoromethyl-benzonitrile), C(=O)O (formic acid), O (water). The solvent is C(C)(=O)OCC (ethyl acetate). The reagents and catalysts are [Al].[Ni] (nickel-aluminum alloy). Reaction SMILES: [Cl:1][C:2]1[CH:9]=[CH:8][C:5]([C:6]#N)=[C:4]([C:10]([F:13])([F:12])[F:11])[CH:3]=1.C(O)=[O:15].O>C(OCC)(=O)C.[Al].[Ni]>[Cl:1][C:2]1[CH:9]=[CH:8][C:5]([CH:6]=[O:15])=[C:4]([C:10]([F:13])([F:12])[F:11])[CH:3]=1 |f:4.5|. Run at temperature 100 celsius. The reactants are OC[C@H](C)NC(OC(C)(C)C)=O ((S)-tert-Butyl (1-hydroxypropan-2-yl)carbamate), C1(=CC=CC=C1)P(C1=CC=CC=C1)C1=CC=CC=C1 (triphenylphosphine), ClC1=C(C#N)C(=CC(=C1)C1=NNC=C1)F (2-Chloro-6-fluoro-4-(1H-pyrazol-3-yl)benzonitrile), CC(C)OC(=O)/N=N/C(=O)OC(C)C (DIAD), Cl (HCl), Cl (HCl). Run in CCOC(=O)C (EtOAc), C(Cl)Cl (DCM), O (Water), O (Water). Reaction conditions: time 10 minute. The product is N[C@H](CN1N=C(C=C1)C1=CC(=C(C#N)C(=C1)F)Cl)C ((S)-4-(1-(2-Aminopropyl)-1H-pyrazol-3-yl)-2-chloro-6-fluorobenzonitrile). Isolated yield 66.2%. RXN SMILES: O[CH2:2][C@@H:3]([NH:5]C(=O)OC(C)(C)C)[CH3:4].C1(P(C2C=CC=CC=2)C2C=CC=CC=2)C=CC=CC=1.[Cl:32][C:33]1[CH:40]=[C:39]([C:41]2[CH:45]=[CH:44][NH:43][N:42]=2)[CH:38]=[C:37]([F:46])[C:34]=1[C:35]#[N:36].CC(OC(/N=N/C(OC(C)C)=O)=O)C.Cl>CCOC(C)=O.C(Cl)Cl.O>[NH2:5][C@@H:3]([CH3:4])[CH2:2][N:43]1[CH:44]=[CH:45][C:41]([C:39]2[CH:38]=[C:37]([F:46])[C:34]([C:35]#[N:36])=[C:33]([Cl:32])[CH:40]=2)=[N:42]1. Procedure: (S)-tert-Butyl (1-hydroxypropan-2-yl)carbamate (259 mmol, 45.4 g) and triphenylphosphine (259 mmol, 68.0 g) were mixed in dry EtOAc (380 ml) under nitrogen atmosphere. 2-Chloro-6-fluoro-4-(1H-pyrazol-3-yl)benzonitrile (130 mmol, 35.9 g) was added and the resulting mixture was stirred for 10 min. DIAD (259 mmol, 52.4 g) was added slowly while keeping the temperature between 15-25° C. with an ice bath. After the addition the mixture was allowed to warm to RT and stirred for 4 h. Water and concentr... The reactants are COC(=O)C1=CC2=CC=C(C=C2C(=C1C)CC1=CC=C(C=C1)S(=O)(=O)CC)F (4-(4-ethanesulfonyl-benzyl)-6-fluoro-3-methyl-naphthalene-2-carboxylic acid methyl ester), [H-].[Al+3].[Li+].[H-].[H-].[H-] (lithium aluminum hydride), C(C)(=O)OCC (Ethyl acetate). Run in O1CCCC1 (tetrahydrofuran), O1CCCC1 (tetrahydrofuran). Conditions: temperature 0 celsius, time 15 minute. The product is C(C)S(=O)(=O)C1=CC=C(CC2=C(C(=CC3=CC=C(C=C23)F)CO)C)C=C1 ([4-(4-ethanesulfonyl-benzyl)-6-fluoro-3-methyl-naphthalen-2-yl]-methanol). The yield is 96.1%. Reaction SMILES: [H-].[Al+3].[Li+].[H-].[H-].[H-].C[O:8][C:9]([C:11]1[C:20]([CH3:21])=[C:19]([CH2:22][C:23]2[CH:28]=[CH:27][C:26]([S:29]([CH2:32][CH3:33])(=[O:31])=[O:30])=[CH:25][CH:24]=2)[C:18]2[C:13](=[CH:14][CH:15]=[C:16]([F:34])[CH:17]=2)[CH:12]=1)=O.C(OCC)(=O)C>O1CCCC1>[CH2:32]([S:29]([C:26]1[CH:27]=[CH:28][C:23]([CH2:22][C:19]2[C:18]3[C:13](=[CH:14][CH:15]=[C:16]([F:34])[CH:17]=3)[CH:12]=[C:11]([CH2:9][OH:8])[C:20]=2[CH3:21])=[CH:24][CH:25]=1)(=[O:30])=[O:31])[CH3:33] |f:0.1.2.3.4.5|. Procedure: A suspension of lithium aluminum hydride (399 mg, 10.5 mmol) in tetrahydrofuran (25 mL) was cooled to 0° C. under a stream of argon. A solution of 4-(4-ethanesulfonyl-benzyl)-6-fluoro-3-methyl-naphthalene-2-carboxylic acid methyl ester (870 mg, 2.18 mmol) in tetrahydrofuran (30 mL) was added slowly drop-wise to the 0° C. suspension. The reaction mixture was stirred at 0° C. for 15 minutes. The reaction mixture was warmed to room temperature and it was stirred at room temperature for 15 minutes. ... Conditions: time 30 minute. As a reaction SMILES: [NH:1]1[CH2:6][CH2:5][CH:4]([N:7]2[C:15]3[C:10](=[N:11][CH:12]=[CH:13][CH:14]=3)[NH:9][C:8]2=[O:16])[CH2:3][CH2:2]1.[Cl:17][C:18]1[CH:23]=[C:22]([C:24]([N:26]2[C:34]3[C:29](=[CH:30][C:31]([F:35])=[CH:32][CH:33]=3)[CH2:28][CH2:27]2)=[O:25])[CH:21]=[C:20](Cl)[N:19]=1.CCN(C(C)C)C(C)C>CN(C=O)C>[Cl:17][C:18]1[N:19]=[C:20]([N:1]2[CH2:2][CH2:3][CH:4]([N:7]3[C:15]4[C:10](=[N:11][CH:12]=[CH:13][CH:14]=4)[NH:9][C:8]3=[O:16])[CH2:5][CH2:6]2)[CH:21]=[C:22]([C:24]([N:26]2[C:34]3[C:29](=[CH:30][C:31]([F:35])=[CH:32][CH:33]=3)[CH2:28][CH2:27]2)=[O:25])[CH:23]=1. The product is ClC1=CC(=CC(=N1)N1CCC(CC1)N1C(NC2=NC=CC=C21)=O)C(=O)N2CCC1=CC(=CC=C21)F (1-[6′-chloro-4′-(5-fluoro-2,3-dihydro-indole-1-carbonyl)-3,4,5,6-tetrahydro-2H-[1,2′]bipyridinyl-4-yl]-1,3-dihydro-imidazo[4,5-b]pyridin-2-one). Solvent: CN(C)C=O (DMF). Reactants: N1CCC(CC1)N1C(NC2=NC=CC=C21)=O (1-piperidin-4-yl-1,3-dihydroimidazo[4,5-b]pyridin-2-one), ClC1=NC(=CC(=C1)C(=O)N1CCC2=CC(=CC=C12)F)Cl ((2,6-dichloro-pyridin-4-yl)-(5-fluoro-2,3-dihydro-indol-1-yl)-methanone), CCN(C(C)C)C(C)C (DIPEA). Procedure details: 0.74 g (3.4 mmol) 1-piperidin-4-yl-1,3-dihydroimidazo[4,5-b]pyridin-2-one, 1.0 g (3.2 mmol) (2,6-dichloro-pyridin-4-yl)-(5-fluoro-2,3-dihydro-indol-1-yl)-methanone and 0.65 mL (3.8 mmol) DIPEA in 10 mL DMF were stirred for 2 h at RT. Then the reaction mixture was evaporated down, the residue was mixed with water and stirred for 30 min at RT. The precipitated solid was suction filtered, stirred with diisopropylether and isopropanol and suction filtered again. After drying the crude product was pu... Starting materials: C(C)C1=NOC(=C1C=1NC2=CC=CC=C2C1CC(=O)O)C (2-(3-ethyl-5-methyl-4-isoxazolyl)-3-indole acetic acid), S(=O)(Cl)Cl (thionyl chloride). Run in C1(=CC=CC=C1)C (toluene). The product is C(C)C1=NOC(=C1C=1NC2=CC=CC=C2C1CC(=O)Cl)C (2-(3-ethyl-5-methyl-4-isoxazolyl)-3-indole acetyl chloride). RXN SMILES: [CH2:1]([C:3]1[C:7]([C:8]2[NH:9][C:10]3[C:15]([C:16]=2[CH2:17][C:18](O)=[O:19])=[CH:14][CH:13]=[CH:12][CH:11]=3)=[C:6]([CH3:21])[O:5][N:4]=1)[CH3:2].S(Cl)([Cl:24])=O>C1(C)C=CC=CC=1>[CH2:1]([C:3]1[C:7]([C:8]2[NH:9][C:10]3[C:15]([C:16]=2[CH2:17][C:18]([Cl:24])=[O:19])=[CH:14][CH:13]=[CH:12][CH:11]=3)=[C:6]([CH3:21])[O:5][N:4]=1)[CH3:2]. Procedure: A mixture of 10.3 g. (0.036 mole) 2-(3-ethyl-5-methyl-4-isoxazolyl)-3-indole acetic acid and 22.0 g. (0.185 mole) thionyl chloride in 100 ml. toluene is stirred at room temperature for 18 hours. The toluene is removed in vacuo to give 2-(3-ethyl-5-methyl-4-isoxazolyl)-3-indole acetyl chloride. Starting materials: COC=1C=C2CCN=CC2=CC1OC (6,7-dimethoxy-3,4-dihydroisoquinoline), ClC1=CC=C(CCl)C=C1 (4-chlorobenzyl chloride). Run in C(CCl)Cl (ethylene chloride). Yields the product [Cl-].ClC1=CC=C(C[N+]2=CC3=CC(=C(C=C3CC2)OC)OC)C=C1 (2-(4-Chlorobenzyl)-6,7-dimethoxy-3,4-dihydroisoquinolinium chloride). As a reaction SMILES: [CH3:1][O:2][C:3]1[CH:4]=[C:5]2[C:10](=[CH:11][C:12]=1[O:13][CH3:14])[CH:9]=[N:8][CH2:7][CH2:6]2.[Cl:15][C:16]1[CH:23]=[CH:22][C:19]([CH2:20]Cl)=[CH:18][CH:17]=1>C(Cl)CCl>[Cl-:15].[Cl:15][C:16]1[CH:23]=[CH:22][C:19]([CH2:20][N+:8]2[CH2:7][CH2:6][C:5]3[C:10](=[CH:11][C:12]([O:13][CH3:14])=[C:3]([O:2][CH3:1])[CH:4]=3)[CH:9]=2)=[CH:18][CH:17]=1 |f:3.4|. Procedure details: The title compound is prepared analogously to Example A from 6,7-dimethoxy-3,4-dihydroisoquinoline and 4-chlorobenzyl chloride in ethylene chloride. Melting point: 182°-184° C. (Decomp.) The reactants are ClC=1C=CC(=C(C1)C(CC(=O)OCC)=O)OC (ethyl 3-(5-chloro-2-methoxyphenyl)-3-oxopropanoate), COC(N(C)C)OC (1,1-dimethoxy-N,N-dimethylmethanamine). Run at temperature 90 celsius. The product is ClC=1C=CC(=C(C(=O)C(C(=O)OCC)=CN(C)C)C1)OC (ethyl 2-(5-chloro-2-methoxybenzoyl)-3-(dimethylamino)acrylate). Yield: 79.8%. RXN SMILES: [Cl:1][C:2]1[CH:3]=[CH:4][C:5]([O:16][CH3:17])=[C:6]([C:8](=[O:15])[CH2:9][C:10]([O:12][CH2:13][CH3:14])=[O:11])[CH:7]=1.CO[CH:20](OC)[N:21]([CH3:23])[CH3:22]>>[Cl:1][C:2]1[CH:3]=[CH:4][C:5]([O:16][CH3:17])=[C:6]([CH:7]=1)[C:8]([C:9](=[CH:20][N:21]([CH3:23])[CH3:22])[C:10]([O:12][CH2:13][CH3:14])=[O:11])=[O:15]. Procedure: A stirred mixture of ethyl 3-(5-chloro-2-methoxyphenyl)-3-oxopropanoate (10.02 mmol, 1 eq) and 1,1-dimethoxy-N,N-dimethylmethanamine (3.0 mL, 22 mmol, 2.2 eq) was heated at 90° C. for 2 hours. After evaporation of excess 1,1-dimethoxy-N,N-dimethylmethanamine, the crude product was purified by flash chromatography on silica gel (0 to 80% ethyl acetate in dichloromethane) to yield 2.493 g (80%) of ethyl 2-(5-chloro-2-methoxybenzoyl)-3-(dimethylamino)acrylate. LCMS (ESI) m+H=312.2.